From a dataset of the Open Reaction Database (ORD), a public repository of structured organic reaction records. describe an organic reaction: reactants, conditions, products, and yield Starting materials: COC(C1=CC(=CC(=C1)N1C(OCC1)=O)Br)=O (methyl-3-bromo-5-(2-oxooxazolidin-3-yl)benzoate), C=C1CCOCC1 (4-methylene-tetrahydro-pyran), N1C(=O)C(=O)C2=CC=CC=C12 (isatin). The product is O=C1OCCN1C=1C=C(C(=O)O)C=C(C1)N1C([C@]2(CC23CCOCC3)C3=CC=CC=C13)=O ((S)-3-(2-oxo-1,3-oxazolidin-3-yl)-5-(2-oxo-2″,3″,5″,6″-tetrahydrodispiro[indole-3,1′-cyclopropane-2′,4″-pyran]-1(2H)-yl)benzoic acid). As a reaction SMILES: C[O:2][C:3](=[O:17])[C:4]1[CH:9]=[C:8]([N:10]2[CH2:14][CH2:13][O:12][C:11]2=[O:15])[CH:7]=[C:6](Br)[CH:5]=1.[CH2:18]=[C:19]1[CH2:24][CH2:23][O:22][CH2:21][CH2:20]1.[NH:25]1[C:35]2[C:30](=[CH:31][CH:32]=[CH:33][CH:34]=2)[C:28](=O)[C:26]1=[O:27]>>[O:15]=[C:11]1[N:10]([C:8]2[CH:9]=[C:4]([CH:5]=[C:6]([N:25]3[C:35]4[C:30](=[CH:31][CH:32]=[CH:33][CH:34]=4)[C@:28]4([C:19]5([CH2:24][CH2:23][O:22][CH2:21][CH2:20]5)[CH2:18]4)[C:26]3=[O:27])[CH:7]=2)[C:3]([OH:2])=[O:17])[CH2:14][CH2:13][O:12]1. Procedure: The title compound was prepared in analogy to Example 101 starting from methyl-3-bromo-5-(2-oxooxazolidin-3-yl)benzoate prepared as in Example 101, 4-methylene-tetrahydro-pyran, isatin (commercially available) according to Scheme 2. LC/MS m/e calcd. for C24H22N206: 434, observed (M+H)+: 434.21H NMR (400 MHz, DMSO-d6) δppm 1.72-1.80 (m, 1 H) 1.83 (d, J=4.29 Hz, 1 H) 1.91-2.01 (m, 3 H) 2.06-2.16 (m, 1 H) 3.36-3.44 (m, 1 H) 3.50-3.56 (m, 1 H) 3.58-3.65 (m, 2 H) 4.13-4.21 (m, 2 H) 4.48 (t, J=7.96 Hz... The reactants are ClC1=NN2C(C(=N1)Cl)=C(C=C2)C2=CC=CC=C2 (2,4-dichloro-5-phenylpyrrolo[2,1-f][1,2,4]triazine), N (NH3). Run in C1CCOC1 (THF). Run at time 1 hour. The product is ClC1=NN2C(C(=N1)N)=C(C=C2)C2=CC=CC=C2 (2-chloro-5-phenylpyrrolo[2,1-f][1,2,4]triazin-4-amine). Isolated yield 64.8%. As a reaction SMILES: [Cl:1][C:2]1[N:7]=[C:6](Cl)[C:5]2=[C:9]([C:12]3[CH:17]=[CH:16][CH:15]=[CH:14][CH:13]=3)[CH:10]=[CH:11][N:4]2[N:3]=1.[NH3:18]>C1COCC1>[Cl:1][C:2]1[N:7]=[C:6]([NH2:18])[C:5]2=[C:9]([C:12]3[CH:17]=[CH:16][CH:15]=[CH:14][CH:13]=3)[CH:10]=[CH:11][N:4]2[N:3]=1. Reported procedure: To a solution of 2,4-dichloro-5-phenylpyrrolo[2,1-f][1,2,4]triazine (0.500 g, 1.89 mmol) in THF (5 mL), NH3 gas was bubbled at −20° C. for 15 min. The reaction mixture was stirred at RT for 1 h. The reaction mixture was concentrated under reduced pressure to remove THF and water (30 mL) was added to the resulting residue. The aqueous solution was extracted with EtOAc (3×100 mL). The combined organic layer was dried over anhydrous sodium sulfate, filtered and concentrated under reduced pressure. ... The reactants are COC(C1=CC(=C(C(=C1)[N+](=O)[O-])OC)[N+](=O)[O-])=O (4-Methoxy-3,5-dinitro-benzoic acid methyl ester), OC1=C(C=C(C(=O)O)C=C1I)I (4-hydroxy-3,5-diiodobenzoic acid). Yields the product OC1=C(C=C(C(=O)OC)C=C1I)I (Methyl 4-hydroxy-3,5-diiodobenzoate). As a reaction SMILES: [CH3:1]OC(=O)C1C=C([N+]([O-])=O)C(OC)=C([N+]([O-])=O)C=1.[OH:19][C:20]1[C:28]([I:29])=[CH:27][C:23]([C:24]([OH:26])=[O:25])=[CH:22][C:21]=1[I:30]>>[OH:19][C:20]1[C:21]([I:30])=[CH:22][C:23]([C:24]([O:26][CH3:1])=[O:25])=[CH:27][C:28]=1[I:29]. Procedure: Methyl 4-hydroxy-3,5-diiodobenzoate (D254) was prepared in an analogous manner to Description 25 (D25) from commercially available 4-hydroxy-3,5-diiodobenzoic acid. Starting materials: N[C@@H]1[C@@H](CN(CC1)CC1CN2C=3C1=C(C=NC3C=CC2=O)Cl)O (racemic 4-{[(3R,4S)-4-amino-3-hydroxy-1-piperidinyl]methyl}-3-chloro-4,5-dihydro-7H-pyrrolo[3,2,1-de]-1,5-naphthyridin-7-one), O1CCCC=2C1=CN=C(C2)C=O (3,4-dihydro-2H-pyrano[2,3-c]pyridine-6-carbaldehyde). The solvent is ClCCl.CO (dichloromethane methanol). The product is Cl.ClC=1C=NC=2C=CC(N3C2C1C(C3)CN3C[C@H]([C@H](CC3)NCC=3C=C1C(=CN3)OCCC1)O)=O (3-Chloro-4-({(3R,4S)-4-[(3,4-dihydro-2H-pyrano[2,3-c]pyridin-6-ylmethyl)amino]-3-hydroxy-1-piperidinyl}methyl)-4,5-dihydro-7H-pyrrolo[3,2,1-de]-1,5-naphthyridin-7-one Hydrochloride). Isolated yield 50.0%. Reaction SMILES: [NH2:1][C@H:2]1[CH2:7][CH2:6][N:5]([CH2:8][CH:9]2[C:13]3=[C:14]([Cl:22])[CH:15]=[N:16][C:17]4[CH:18]=[CH:19][C:20](=[O:21])[N:11]([C:12]=43)[CH2:10]2)[CH2:4][C@H:3]1[OH:23].[O:24]1[C:29]2=[CH:30][N:31]=[C:32]([CH:34]=O)[CH:33]=[C:28]2[CH2:27][CH2:26][CH2:25]1>ClCCl.CO>[ClH:22].[Cl:22][C:14]1[CH:15]=[N:16][C:17]2[CH:18]=[CH:19][C:20](=[O:21])[N:11]3[CH2:10][CH:9]([CH2:8][N:5]4[CH2:6][CH2:7][C@H:2]([NH:1][CH2:34][C:32]5[CH:33]=[C:28]6[CH2:27][CH2:26][CH2:25][O:24][C:29]6=[CH:30][N:31]=5)[C@H:3]([OH:23])[CH2:4]4)[C:13]=1[C:12]=23 |f:2.3,4.5|. Procedure: The free base of the title compound was prepared from racemic 4-{[(3R,4S)-4-amino-3-hydroxy-1-piperidinyl]methyl}-3-chloro-4,5-dihydro-7H-pyrrolo[3,2,1-de]-1,5-naphthyridin-7-one and 3,4-dihydro-2H-pyrano[2,3-c]pyridine-6-carbaldehyde (for a synthesis see WO2004058144, Example 126(e)) according to the general method of Example 24(b), chromatographing with dichloromethane/methanol/0.88 ammonia 95:5:0.5, in 50% yield. Starting materials: OC1C(=O)OCC1 (alpha-hydroxy-gamma-butyrolactone), FC(OC=1C=C(N)C=CC1)(F)F (3-trifluoromethoxy aniline), C(C)OCC (diethyl ether), O (water). Solvent: C(C)OCC.CCCCCC (diethyl ether hexane). Run at temperature 150 celsius. The product is FC(OC=1C=C(C=CC1)N1C(C(CC1)O)=O)(F)F (1-(3-Trifluoromethoxyphenyl)-3-hydroxy-2-pyrrolidinone). Isolated yield 69.3%. Reaction SMILES: [OH:1][CH:2]1[CH2:7][CH2:6][O:5][C:3]1=O.[F:8][C:9]([F:19])([F:18])[O:10][C:11]1[CH:12]=[C:13]([CH:15]=[CH:16][CH:17]=1)[NH2:14].C(OCC)C.O>C(OCC)C.CCCCCC>[F:8][C:9]([F:18])([F:19])[O:10][C:11]1[CH:12]=[C:13]([N:14]2[CH2:6][CH2:7][CH:2]([OH:1])[C:3]2=[O:5])[CH:15]=[CH:16][CH:17]=1 |f:4.5|. Procedure details: A mixture of alpha-hydroxy-gamma-butyrolactone (22.0 g) and 3-trifluoromethoxy aniline (19.0 g) was heated to 150° C. (bath temperature) for 48 hours. The mixture was allowed to cool and poured into a mixture of diethyl ether and water. After shaking, the ether layer was separated and the aqueous layer extracted with diethyl ether (x2). The combined ether extracts were washed with 2M hydrochloric acid, water and brine, then dried (MgSO4). The mixture was evaporated under reduced pressure to leav... The reactants are Cn1cnnc1SCCSc1ccc([N+](=O)[O-])cc1, CCO, [Ca+2], [Cl-], [Cl-], [Fe]. Product: Cn1cnnc1SCCSc1ccc(N)cc1. RXN SMILES: [CH3:1][n:2]1[c:3]([S:7][CH2:8][CH2:9][S:10][c:11]2[cH:12][cH:13][c:14]([N+:17]([O-:18])=[O:19])[cH:15][cH:16]2)[n:4][n:5][cH:6]1.[CH3:23][CH2:24][OH:25].[Ca+2:22].[Cl-:20].[Cl-:21].[Fe:26]>>[CH3:1][n:2]1[c:3]([S:7][CH2:8][CH2:9][S:10][c:11]2[cH:12][cH:13][c:14]([NH2:17])[cH:15][cH:16]2)[n:4][n:5][cH:6]1.